From a dataset of the Open Reaction Database (ORD), a public repository of structured organic reaction records. describe an organic reaction: reactants, conditions, products, and yield Reactants: O=C([O-])O, CS(=O)(=O)Oc1ccc(Oc2ccc(C(=O)N3CCN(Cc4ccc5c(c4)OCO5)CC3)cc2)nc1, C1CCOC1, CCOC(C)=O, Nc1ccc(C(F)(F)F)cc1, [Na+]. Yields the product O=C(c1ccc(Oc2ccc(CNc3ccc(C(F)(F)F)cc3)cn2)cc1)N1CCN(Cc2ccc3c(c2)OCO3)CC1. Reaction SMILES: [C:48](=[O:49])([OH:50])[O-:51].[CH2:1]([c:2]1[cH:3][c:4]2[c:8]([cH:9][cH:10]1)[O:7][CH2:6][O:5]2)[N:11]1[CH2:12][CH2:13][N:14]([C:17](=[O:18])[c:19]2[cH:20][cH:21][c:22]([O:23][c:24]3[cH:25][cH:26][c:27]([O:30][S:31]([CH3:32])(=[O:33])=[O:34])[cH:28][n:29]3)[cH:35][cH:36]2)[CH2:15][CH2:16]1.[CH2:59]1[O:60][CH2:61][CH2:62][CH2:63]1.[CH3:53][CH2:54][O:55][C:56](=[O:57])[CH3:58].[F:37][C:38]([c:39]1[cH:40][cH:41][c:42]([NH2:45])[cH:43][cH:44]1)([F:46])[F:47].[Na+:52]>>[CH2:1]([c:2]1[cH:3][c:4]2[c:8]([cH:9][cH:10]1)[O:7][CH2:6][O:5]2)[N:11]1[CH2:12][CH2:13][N:14]([C:17](=[O:18])[c:19]2[cH:20][cH:21][c:22]([O:23][c:24]3[cH:25][cH:26][c:27]([CH2:48][NH:45][c:42]4[cH:41][cH:40][c:39]([C:38]([F:37])([F:46])[F:47])[cH:44][cH:43]4)[cH:28][n:29]3)[cH:35][cH:36]2)[CH2:15][CH2:16]1. The reactants are 2,4-diamino, Cl.NC1=NC=C(C(=N1)N)CC1=CC(=C(C=C1)OC)O (2,4-diamino-5-(3'-hydroxy-4'-methoxybenzyl)pyrimidine hydrochloride), BrCCCNS(=O)(C1=CC=C(C=C1)NC(C)=O)=O (N1 -(3-bromopropyl)-N4 -acetylsulfanilamide), C(=O)([O-])[O-].[K+].[K+] (K2CO3). Run in CN(C=O)C (dimethylformamide). Run at time 18 hour. Product: NC1=NC=C(C(=N1)N)CC1=CC(=C(C=C1)OC)OCCCNS(=O)(C1=CC=C(C=C1)NC(C)=O)=O (2,4-Diamino-5-{3'-[3"-(N4 -acetylsulfanilamido)propoxy]-4'-methoxybenzyl}pyrimidine). RXN SMILES: Cl.[NH2:2][C:3]1[N:8]=[C:7]([NH2:9])[C:6]([CH2:10][C:11]2[CH:16]=[CH:15][C:14]([O:17][CH3:18])=[C:13]([OH:19])[CH:12]=2)=[CH:5][N:4]=1.Br[CH2:21][CH2:22][CH2:23][NH:24][S:25](=[O:37])([C:27]1[CH:32]=[CH:31][C:30]([NH:33][C:34](=[O:36])[CH3:35])=[CH:29][CH:28]=1)=[O:26].C([O-])([O-])=O.[K+].[K+]>CN(C)C=O>[NH2:2][C:3]1[N:8]=[C:7]([NH2:9])[C:6]([CH2:10][C:11]2[CH:16]=[CH:15][C:14]([O:17][CH3:18])=[C:13]([O:19][CH2:21][CH2:22][CH2:23][NH:24][S:25](=[O:26])([C:27]3[CH:32]=[CH:31][C:30]([NH:33][C:34](=[O:36])[CH3:35])=[CH:29][CH:28]=3)=[O:37])[CH:12]=2)=[CH:5][N:4]=1 |f:0.1,3.4.5|. Procedure: A mixture of 2.82 g (0.01 mole) of 2,4-diamino-5-(3'-hydroxy-4'-methoxybenzyl)pyrimidine hydrochloride, 3.36 g (0.01 mole) of N1 -(3-bromopropyl)-N4 -acetylsulfanilamide, 2.76 g of anhydrous K2CO3, and 20 ml of dimethylformamide is heated with stirring at 100° for 18 hr. The mixture is concentrated in vacuo to a dark oil, which is shaken with a mixture of water and chloroform. The oily material which remaines insoluble in the water and chloroform is chromatographed on silica gel. Elution with ch... The reactants are CC(C)([O-])C.[K+] (potassium tert-butoxide), C1(=CC=CC=C1)C (Toluene), C(C)(C)(C)O (tert-butanol), O (water). Yields the product OC=1C(=C(C(=O)O)C=CC1)C (3-hydroxy-2-methylbenzoic acid). The yield is 79.0%. Reaction SMILES: C[C:2](C)([O-:4])C.[K+].C([OH:11])(C)(C)C.[OH2:12].[C:13]1([CH3:19])[CH:18]=[CH:17][CH:16]=[CH:15][CH:14]=1>>[OH:12][C:14]1[C:13]([CH3:19])=[C:18]([CH:17]=[CH:16][CH:15]=1)[C:2]([OH:4])=[O:11] |f:0.1|. Procedure: The cycloadduct (1.05 g) from Example 2, 1.80 g of potassium tert-butoxide and 9 mL of tert-butanol were combined and refluxed a total of 9 hours. The reaction mixture was poured into water. Toluene was added. The toluene phase was washed twice with dilute sodium hydroxide solution. The combined aqueous phases were acidified with HCl, then extracted several times with t-butyl acetate. The n-butyl acetate was stripped, and the product dried in a vacuum oven to give 0.87 g of 3-hydroxy-2-methylben... The product is C(CCC)OCCOC1=CC=C(C=C1)C=1C=CC2=C(C=C(CCN2CCC)C(=O)NC2=CC=C(C=C2)CS(=O)C2=NC=CC=C2)C1 (7-[4-(2-butoxyethoxy)phenyl]-1-propyl-N-[4-[(2-pyridinylsulfinyl)methyl]phenyl]-2,3-dihydro-1-benzazepine-4-carboxamide). Reaction SMILES: [CH2:1]([O:5][CH2:6][CH2:7][O:8][C:9]1[CH:14]=[CH:13][C:12]([C:15]2[CH:16]=[CH:17][C:18]3[N:24]([CH2:25][CH2:26][CH3:27])[CH2:23][CH2:22][C:21]([C:28]([NH:30][C:31]4[CH:36]=[CH:35][C:34]([CH2:37][S:38][C:39]5[CH:44]=[CH:43][CH:42]=[CH:41][N:40]=5)=[CH:33][CH:32]=4)=[O:29])=[CH:20][C:19]=3[CH:45]=2)=[CH:11][CH:10]=1)[CH2:2][CH2:3][CH3:4].ClC1C=CC=C(C(OO)=[O:54])C=1.S([O-])([O-])(=O)=S.[Na+].[Na+]>C(Cl)Cl>[CH2:1]([O:5][CH2:6][CH2:7][O:8][C:9]1[CH:10]=[CH:11][C:12]([C:15]2[CH:16]=[CH:17][C:18]3[N:24]([CH2:25][CH2:26][CH3:27])[CH2:23][CH2:22][C:21]([C:28]([NH:30][C:31]4[CH:32]=[CH:33][C:34]([CH2:37][S:38]([C:39]5[CH:44]=[CH:43][CH:42]=[CH:41][N:40]=5)=[O:54])=[CH:35][CH:36]=4)=[O:29])=[CH:20][C:19]=3[CH:45]=2)=[CH:13][CH:14]=1)[CH2:2][CH2:3][CH3:4] |f:2.3.4|. Solvent: C(Cl)Cl (methylene chloride). Procedure: 7-[4-(2-butoxyethoxy)phenyl]-1-propyl-N-[4-[(2-pyridinylsulfanyl)methyl]phenyl]-2,3-dihydro-1-benzazepine-4-carboxamide (0.30 g) was dissolved in methylene chloride (15 ml), m-chloroperbenzoic acid (83 mg) was added to the solution at −30° C., and the mixture was stirred for 1 hour at 0° C. The reaction mixture was added to an aqueous solution of saturated sodium thiosulfate, and extracted with ethyl acetate. The organic layer washed with saturated brine, and dried over magnesium sulfate. The so... Yield: 31.6%. Starting materials: ClC1=CC(=CC=C1)C(=O)OO (m-chloroperbenzoic acid), C(CCC)OCCOC1=CC=C(C=C1)C=1C=CC2=C(C=C(CCN2CCC)C(=O)NC2=CC=C(C=C2)CSC2=NC=CC=C2)C1 (7-[4-(2-butoxyethoxy)phenyl]-1-propyl-N-[4-[(2-pyridinylsulfanyl)methyl]phenyl]-2,3-dihydro-1-benzazepine-4-carboxamide), S(=S)(=O)([O-])[O-].[Na+].[Na+] (sodium thiosulfate). Reaction conditions: temperature 0 celsius, time 1 hour.